Task: describe an organic reaction: reactants, conditions, products, and yield. Dataset: the Open Reaction Database (ORD), a public repository of structured organic reaction records Reactants: CC(C)(C)OC(=O)N1CC(N2CCN(C(=O)c3nccs3)CC2)C1, ClCCl, O=C(O)C(F)(F)F. The product is O=C(c1nccs1)N1CCN(C2CNC2)CC1. Reaction SMILES: [C:1]([O:2][C:3](=[O:4])[N:8]1[CH2:9][CH:10]([N:12]2[CH2:13][CH2:14][N:15]([C:18](=[O:19])[c:20]3[s:21][cH:22][cH:23][n:24]3)[CH2:16][CH2:17]2)[CH2:11]1)([CH3:5])([CH3:6])[CH3:7].[Cl:32][CH2:33][Cl:34].[F:25][C:26]([F:27])([F:28])[C:29]([OH:30])=[O:31]>>[NH:8]1[CH2:9][CH:10]([N:12]2[CH2:13][CH2:14][N:15]([C:18](=[O:19])[c:20]3[s:21][cH:22][cH:23][n:24]3)[CH2:16][CH2:17]2)[CH2:11]1. Reactants: CCOC(=O)c1c(Cl)c2cnc(-c3ccccc3)nc2n(CC)c1=O, C1CCNC1, CCO, [Na+], [Na+], O=C([O-])[O-]. Yields the product CCOC(=O)c1c(N2CCCC2)c2cnc(-c3ccccc3)nc2n(CC)c1=O. Reaction SMILES: [CH2:1]([CH3:2])[O:3][C:4](=[O:5])[c:6]1[c:7]([Cl:25])[c:8]2[c:9]([n:10][c:11](-[c:14]3[cH:15][cH:16][cH:17][cH:18][cH:19]3)[n:12][cH:13]2)[n:20]([CH2:23][CH3:24])[c:21]1=[O:22].[CH2:26]1[CH2:27][CH2:28][NH:29][CH2:30]1.[CH3:37][CH2:38][OH:39].[Na+:31].[Na+:32].[O-:33][C:34](=[O:35])[O-:36]>>[CH2:1]([CH3:2])[O:3][C:4](=[O:5])[c:6]1[c:7]([N:29]2[CH2:28][CH2:27][CH2:26][CH2:30]2)[c:8]2[c:9]([n:10][c:11](-[c:14]3[cH:15][cH:16][cH:17][cH:18][cH:19]3)[n:12][cH:13]2)[n:20]([CH2:23][CH3:24])[c:21]1=[O:22]. The reactants are ClCCl, O=C1CCC(=O)O1, OCc1cccc2c1Cc1ccccc1-2. The product is O=C(O)CCC(=O)OCc1cccc2c1Cc1ccccc1-2. As a reaction SMILES: [Cl:23][CH2:24][Cl:25].[O:16]=[C:17]1[CH2:18][CH2:19][C:20](=[O:21])[O:22]1.[c:1]1([CH2:14][OH:15])[cH:2][cH:3][cH:4][c:5]2[c:13]1[CH2:12][c:11]1[c:6]-2[cH:7][cH:8][cH:9][cH:10]1>>[c:1]1([CH2:14][O:15][C:20]([CH2:19][CH2:18][C:17](=[O:16])[OH:22])=[O:21])[cH:2][cH:3][cH:4][c:5]2[c:13]1[CH2:12][c:11]1[c:6]-2[cH:7][cH:8][cH:9][cH:10]1. Reactants: C1(CC=2C(C(=O)O1)=CC=CC2)=O (homophthalic anhydride), C(C)(C)C1=C(N)C(=CC=C1)C(C)C (2,6-diisopropylaniline). Run in C(C)(=O)OCC (ethyl acetate). Conditions: time 1 hour. The product is C(C)(C)C1=C(C(=CC=C1)C(C)C)N1C(CC=2C(C1=O)=CC=CC2)=O (N-(2,6-diisopropylphenyl)-homophthalimide). Isolated yield 36.0%. RXN SMILES: [C:1]1(=[O:12])[O:7][C:5](=O)[C:4]2=[CH:8][CH:9]=[CH:10][CH:11]=[C:3]2[CH2:2]1.[CH:13]([C:16]1[CH:22]=[CH:21][CH:20]=[C:19]([CH:23]([CH3:25])[CH3:24])[C:17]=1[NH2:18])([CH3:15])[CH3:14]>C(OCC)(=O)C>[CH:23]([C:19]1[CH:20]=[CH:21][CH:22]=[C:16]([CH:13]([CH3:15])[CH3:14])[C:17]=1[N:18]1[C:5](=[O:7])[C:4]2=[CH:8][CH:9]=[CH:10][CH:11]=[C:3]2[CH2:2][C:1]1=[O:12])([CH3:25])[CH3:24]. Reported procedure: 0.512 g (3.16 mmol) of homophthalic anhydride and 0.42 g (2.37 mmol) of 2,6-diisopropylaniline were mixed, and melted at a temperature of 200° C. for 1 hour. The reactant was dissolved in ethyl acetate, washed with aqueous NaHCO3 solution, with water and then with saturated aqueous sodium chloride, dried over anhydrous MgSO4, and subjected to filtration with a folded filter paper. The filtrate was concentrated and evaporated to dryness. The residue was recrystallized by using a mixture of CH2Cl2... Starting materials: C(C1=CC=CC=C1)N1N=C(C2=C(C1=O)C=CC=N2)C2=NC=CC=C2 (6-benzyl-8-(pyridin-2-yl)pyrido[2,3-d]pyridazin-5(6H)-one), COC1=CC=C(C=C1)P1(SP(S1)(C1=CC=C(C=C1)OC)=S)=S (2,4-bis(4-methoxyphenyl)-1,3,2,4-dithiadiphosphetane-2,4-disulfide), COC1=CC=C(C=C1)P1(SP(S1)(C1=CC=C(C=C1)OC)=S)=S (2,4-bis(4-methoxyphenyl)-1,3,2,4-dithiadiphosphetane-2,4-disulfide), C1(=CC=CC=C1)C (toluene), COC1=CC=C(C=C1)P1(SP(S1)(C1=CC=C(C=C1)OC)=S)=S (2,4-bis(4-methoxyphenyl)-1,3,2,4-dithiadiphosphetane-2,4-disulfide). The solvent is [Cl-].[Na+].O (brine). Run at time 2 hour. Yields the product C(C1=CC=CC=C1)N1N=C(C2=C(C1=S)C=CC=N2)C2=NC=CC=C2 (6-benzyl-8-(pyridine-2-yl)pyrido[2,3-d]pyridazine-5(6H)-thione). RXN SMILES: [CH2:1]([N:8]1[C:13](=O)[C:12]2[CH:15]=[CH:16][CH:17]=[N:18][C:11]=2[C:10]([C:19]2[CH:24]=[CH:23][CH:22]=[CH:21][N:20]=2)=[N:9]1)[C:2]1[CH:7]=[CH:6][CH:5]=[CH:4][CH:3]=1.COC1C=CC(P2(=S)SP(=S)(C3C=CC(OC)=CC=3)[S:34]2)=CC=1.C1(C)C=CC=CC=1>[Cl-].[Na+].O>[CH2:1]([N:8]1[C:13](=[S:34])[C:12]2[CH:15]=[CH:16][CH:17]=[N:18][C:11]=2[C:10]([C:19]2[CH:24]=[CH:23][CH:22]=[CH:21][N:20]=2)=[N:9]1)[C:2]1[CH:7]=[CH:6][CH:5]=[CH:4][CH:3]=1 |f:3.4.5|. Reported procedure: A mixture of 6-benzyl-8-(pyridin-2-yl)pyrido[2,3-d]pyridazin-5(6H)-one RL-10 (45 mg, 0.143 mmol), 2,4-bis(4-methoxyphenyl)-1,3,2,4-dithiadiphosphetane-2,4-disulfide (57 mg, 0.143 mmol), and 4 mL of toluene were heated to 115° C. for 2 h. Another 35 mg aliquot of 2,4-bis(4-methoxyphenyl)-1,3,2,4-dithiadiphosphetane-2,4-disulfide was added and the heating was continued for 2 h. Still another 35 mg aliquot of 2,4-bis(4-methoxyphenyl)-1,3,2,4-dithiadiphosphetane-2,4-disulfide was added and heating c... The reactants are C31H39ClN6O3, NCCCC[C@@H](C1=NC2=C(N1)C=CC(=C2)Cl)NC(C2=CC(=C(C=C2)C(=O)N2CCCC2)C)=O (N-[(1S)-5-amino-1-(5-chloro-1H-benzimidazol-2-yl)pentyl]-3-methyl-4-(pyrrolidin-1-ylcarbonyl)benzamide), C(C)(C)N(CC)C(C)C (diisopropylethylamine), CN1[C@@H](CCC1)C(=O)O ((S)-1-methylpyrrolidine-2-carboxylic acid). Run in CS(=O)C (dimethylsulfoxide). Yields the product ClC1=CC2=C(NC(=N2)[C@H](CCCCNC(=O)[C@H]2N(CCC2)C)NC(C2=CC(=C(C=C2)C(=O)N2CCCC2)C)=O)C=C1 (N-{(1S)-1-(5-chloro-1H-benzimidazol-2-yl)-5-[(2S)-(1-methylpyrrolidin-2-yl)carbonylamino]pentyl}-3-methyl-4-(pyrrolidin-1-ylcarbonyl)benzamide). Reaction SMILES: [NH2:1][CH2:2][CH2:3][CH2:4][CH2:5][C@H:6]([NH:17][C:18](=[O:33])[C:19]1[CH:24]=[CH:23][C:22]([C:25]([N:27]2[CH2:31][CH2:30][CH2:29][CH2:28]2)=[O:26])=[C:21]([CH3:32])[CH:20]=1)[C:7]1[NH:11][C:10]2[CH:12]=[CH:13][C:14]([Cl:16])=[CH:15][C:9]=2[N:8]=1.C(N(C(C)C)CC)(C)C.[CH3:43][N:44]1[CH2:48][CH2:47][CH2:46][C@H:45]1[C:49](O)=[O:50]>CS(C)=O>[Cl:16][C:14]1[CH:13]=[CH:12][C:10]2[NH:11][C:7]([C@@H:6]([NH:17][C:18](=[O:33])[C:19]3[CH:24]=[CH:23][C:22]([C:25]([N:27]4[CH2:28][CH2:29][CH2:30][CH2:31]4)=[O:26])=[C:21]([CH3:32])[CH:20]=3)[CH2:5][CH2:4][CH2:3][CH2:2][NH:1][C:49]([C@@H:45]3[CH2:46][CH2:47][CH2:48][N:44]3[CH3:43])=[O:50])=[N:8][C:9]=2[CH:15]=1. Reported procedure: Prepared analogously to Example 1d from N-[(1S)-5-amino-1-(5-chloro-1H-benzimidazol-2-yl)pentyl]-3-methyl-4-(pyrrolidin-1-ylcarbonyl)benzamide, PFTU, diisopropylethylamine, and (S)-1-methylpyrrolidine-2-carboxylic acid in dimethylsulfoxide. HPLC-MS results: retention time: 2.03 minutes; C31H39ClN6O3 (579.15); mass spectrum: (M−H)−=578. The reactants are COC(OC)c1ccc(OCCN2CCOCC2)c([N+](=O)[O-])c1, CCO, O=[Pt]. Product: COC(OC)c1ccc(OCCN2CCOCC2)c(N)c1. As a reaction SMILES: [CH3:1][O:2][CH:3]([c:4]1[cH:5][c:6]([N+:19]([O-:20])=[O:21])[c:7]([O:10][CH2:11][CH2:12][N:13]2[CH2:14][CH2:15][O:16][CH2:17][CH2:18]2)[cH:8][cH:9]1)[O:22][CH3:23].[CH3:24][CH2:25][OH:26].[Pt:27]=[O:28]>>[CH3:1][O:2][CH:3]([c:4]1[cH:5][c:6]([NH2:19])[c:7]([O:10][CH2:11][CH2:12][N:13]2[CH2:14][CH2:15][O:16][CH2:17][CH2:18]2)[cH:8][cH:9]1)[O:22][CH3:23]. Starting materials: ClC1=CC=C(C=C1)C1=NC2=C(N1C(CO)C1CCCCC1)C=C(C(=C2)F)F (2-[2-(4-chloro-phenyl)-5,6-difluoro-benzoimidazol-1-yl]-2-cyclohexyl-ethanol), C(C)OC(C(C)(C)OC1=C(C(=C(C=C1)O)C)C)=O (2-(4-hydroxy-2,3-dimethyl-phenoxy)-2-methyl-propionic acid ethyl ester), C(CCC)P(CCCC)CCCC (tri-n-butylphosphin), CN(C(=O)N=NC(=O)N(C)C)C (N,N,N′,N′-tetramethylazodicarboxamide). Product: C(C)OC(C(C)(C)OC1=C(C(=C(C=C1)OCC(C1CCCCC1)N1C(=NC2=C1C=C(C(=C2)F)F)C2=CC=C(C=C2)Cl)C)C)=O (2-(4-{2-[2-(4-Chloro-phenyl)-5,6-difluoro-benzoimidazol-1-yl]-2-cyclohexyl-ethoxy}-2,3-dimethyl-phenoxy)-2-methyl-propionic acid ethyl ester). As a reaction SMILES: [Cl:1][C:2]1[CH:7]=[CH:6][C:5]([C:8]2[N:12]([CH:13]([CH:16]3[CH2:21][CH2:20][CH2:19][CH2:18][CH2:17]3)[CH2:14][OH:15])[C:11]3[CH:22]=[C:23]([F:27])[C:24]([F:26])=[CH:25][C:10]=3[N:9]=2)=[CH:4][CH:3]=1.[CH2:28]([O:30][C:31](=[O:45])[C:32]([O:35][C:36]1[CH:41]=[CH:40][C:39](O)=[C:38]([CH3:43])[C:37]=1[CH3:44])([CH3:34])[CH3:33])[CH3:29].C(P(CCCC)CCCC)CCC.CN(C)C(N=NC(N(C)C)=O)=O>>[CH2:28]([O:30][C:31](=[O:45])[C:32]([O:35][C:36]1[CH:41]=[CH:40][C:39]([O:15][CH2:14][CH:13]([N:12]2[C:11]3[CH:22]=[C:23]([F:27])[C:24]([F:26])=[CH:25][C:10]=3[N:9]=[C:8]2[C:5]2[CH:6]=[CH:7][C:2]([Cl:1])=[CH:3][CH:4]=2)[CH:16]2[CH2:17][CH2:18][CH2:19][CH2:20][CH2:21]2)=[C:38]([CH3:43])[C:37]=1[CH3:44])([CH3:33])[CH3:34])[CH3:29]. Reported procedure: The title compound was prepared in analogy to Example 4, intermediate, from 2-[2-(4-chloro-phenyl)-5,6-difluoro-benzoimidazol-1-yl]-2-cyclohexyl-ethanol (Ex. 1, int. c), 2-(4-hydroxy-2,3-dimethyl-phenoxy)-2-methyl-propionic acid ethyl ester (CAS RN: 851508-28-6), tri-n-butylphosphin and N,N,N′,N′-tetramethylazodicarboxamide. The compound was purified by silica gel chromatography using a MPLC system (CombiFlash Companion, Isco Inc.) eluting with a gradient of n-heptane:ethyl acetate (100:0 to 70:...